Dataset: the Open Reaction Database (ORD), a public repository of structured organic reaction records. Task: describe an organic reaction: reactants, conditions, products, and yield The reactants are Cc1sc(-c2ccccc2)nc1COc1cc(CO)on1, CN(C)C=O, N#Cc1cccnc1Cl, [H-], [Na+], O. The product is Cc1sc(-c2ccccc2)nc1COc1cc(COc2ncccc2C#N)on1. RXN SMILES: [CH3:1][c:2]1[c:3]([CH2:13][O:14][c:15]2[n:16][o:17][c:18]([CH2:20][OH:21])[cH:19]2)[n:4][c:5](-[c:7]2[cH:8][cH:9][cH:10][cH:11][cH:12]2)[s:6]1.[CH3:31][N:32]([CH3:33])[CH:34]=[O:35].[Cl:22][c:23]1[n:24][cH:25][cH:26][cH:27][c:28]1[C:29]#[N:30].[H-:36].[Na+:37].[OH2:38]>>[CH3:1][c:2]1[c:3]([CH2:13][O:14][c:15]2[n:16][o:17][c:18]([CH2:20][O:21][c:23]3[n:24][cH:25][cH:26][cH:27][c:28]3[C:29]#[N:30])[cH:19]2)[n:4][c:5](-[c:7]2[cH:8][cH:9][cH:10][cH:11][cH:12]2)[s:6]1.